Dataset: the Open Reaction Database (ORD), a public repository of structured organic reaction records. Task: describe an organic reaction: reactants, conditions, products, and yield The reactants are ClC1=C(C=CC(=C1)Cl)C=1C(=NC=C(N1)Br)[N+](=O)[O-] (3-(2,4-dichlorophenyl)-5-bromo-2-nitropyrazine), NCCNC1=NC(=C(C=C1)[N+](=O)[O-])N ((2-aminoethyl)(6-amino-5-nitro(2-pyridyl))amine), C(C)(C)N(CC)C(C)C (diisopropylethyl amine). The solvent is CN(C)C=O (DMF). Conditions: temperature 80 celsius, time 12 hour. The product is ClC1=C(C=CC(=C1)Cl)C1=C(N=CC(=N1)NCCNC1=CC=C(C(=N1)N)[N+](=O)[O-])[N+](=O)[O-] (N6-(2-{[6-(2,4-dichlorophenyl)-5-nitropyrazin-2-yl]amino}ethyl)-3-nitropyridine-2,6-diamine). As a reaction SMILES: [Cl:1][C:2]1[CH:7]=[C:6]([Cl:8])[CH:5]=[CH:4][C:3]=1[C:9]1[C:10]([N+:16]([O-:18])=[O:17])=[N:11][CH:12]=[C:13](Br)[N:14]=1.[NH2:19][CH2:20][CH2:21][NH:22][C:23]1[CH:28]=[CH:27][C:26]([N+:29]([O-:31])=[O:30])=[C:25]([NH2:32])[N:24]=1.C(N(C(C)C)CC)(C)C>CN(C=O)C>[Cl:1][C:2]1[CH:7]=[C:6]([Cl:8])[CH:5]=[CH:4][C:3]=1[C:9]1[N:14]=[C:13]([NH:19][CH2:20][CH2:21][NH:22][C:23]2[N:24]=[C:25]([NH2:32])[C:26]([N+:29]([O-:31])=[O:30])=[CH:27][CH:28]=2)[CH:12]=[N:11][C:10]=1[N+:16]([O-:18])=[O:17]. Procedure: To a solution of 3-(2,4-dichlorophenyl)-5-bromo-2-nitropyrazine (20 mg, 0.057 mmol) in DMF (1 ml), (2-aminoethyl)(6-amino-5-nitro(2-pyridyl))amine (12.3 mg, 0.06 mmol) and diisopropylethyl amine (40 μl, 0.228 mmol) were added. The reaction mixture was stirred for 12 hours at 80° C. The crude mixture was concentrated in vacuo and subjected to column chromatography (5% methanol in methylene chloride) to afford the title compound as bright yellow solid. The reactants are CC(C)(C)OC(=O)N1CCC2(CC1)CCN(c1ccc(CCO[Si](C)(C)C(C)(C)C)cc1)C2, CCCC[N+](CCCC)(CCCC)CCCC, [F-], C1CCOC1. Yields the product CC(C)(C)OC(=O)N1CCC2(CC1)CCN(c1ccc(CCO)cc1)C2. RXN SMILES: [C:1]([Si:2]([CH3:3])([CH3:4])[O:6][CH2:7][CH2:8][c:9]1[cH:10][cH:11][c:12]([N:15]2[CH2:16][C:17]3([CH2:18][CH2:19]2)[CH2:20][CH2:21][N:22]([C:25](=[O:26])[O:27][C:28]([CH3:29])([CH3:30])[CH3:31])[CH2:23][CH2:24]3)[cH:13][cH:14]1)([CH3:5])([CH3:32])[CH3:33].[CH3:35][CH2:36][CH2:37][CH2:38][N+:39]([CH2:40][CH2:41][CH2:42][CH3:43])([CH2:44][CH2:45][CH2:46][CH3:47])[CH2:48][CH2:49][CH2:50][CH3:51].[F-:34].[O:52]1[CH2:53][CH2:54][CH2:55][CH2:56]1>>[OH:6][CH2:7][CH2:8][c:9]1[cH:10][cH:11][c:12]([N:15]2[CH2:16][C:17]3([CH2:18][CH2:19]2)[CH2:20][CH2:21][N:22]([C:25](=[O:26])[O:27][C:28]([CH3:29])([CH3:30])[CH3:31])[CH2:23][CH2:24]3)[cH:13][cH:14]1. The reactants are petroleum spirit ethyl acetate, [OH-].[Na+] (NaOH), CN(S(=O)(=O)N1C(=NC=C1CC(C)Cl)[Si](C)(C)C(C)(C)C)C (1-(N,N-dimethylsulphamoyl)-2-tert-butyldimethylsilyl-5-(2-chloropropyl) imidazole), FC(C=1C=C(C=CC1)S)(F)F (3-Trifluoromethylthiophenol), [H-].[Na+] (NaH), C(C(=O)[O-])(=O)[O-] (oxalate). Reagents/catalysts: [N+](CCCC)(CCCC)(CCCC)CCCC.[I-] (n-Bu4NI). Run in Cl (HCl), CC(C)O (2-propanol), O (water), C(C)(=O)OCC (ethyl acetate), CN(C)C=O (DMF), CN(C)C=O (DMF). Reaction conditions: temperature 0 celsius, time 15 minute. The product is C(C(=O)O)(=O)O.FC(C=1C=C(C=CC1)SC(CC=1N=CNC1)C)(F)F (4-[2-(3-Trifluoromethylphenylthio)propyl]-1H-imidazole oxalate). RXN SMILES: [F:1][C:2]([F:11])([F:10])[C:3]1[CH:4]=[C:5]([SH:9])[CH:6]=[CH:7][CH:8]=1.[H-].[Na+].CN(C)S([N:19]1[C:23]([CH2:24][CH:25](Cl)[CH3:26])=[CH:22][N:21]=[C:20]1[Si](C(C)(C)C)(C)C)(=O)=O.[OH-].[Na+].[C:38]([O-:43])(=[O:42])[C:39]([O-:41])=[O:40]>CN(C=O)C.[N+](CCCC)(CCCC)(CCCC)CCCC.[I-].Cl.C(OCC)(=O)C.CC(O)C.O>[C:38]([OH:43])(=[O:42])[C:39]([OH:41])=[O:40].[F:11][C:2]([F:1])([F:10])[C:3]1[CH:4]=[C:5]([S:9][CH:25]([CH3:26])[CH2:24][C:23]2[N:19]=[CH:20][NH:21][CH:22]=2)[CH:6]=[CH:7][CH:8]=1 |f:1.2,4.5,8.9,14.15|. Reported procedure: 3-Trifluoromethylthiophenol (0.298 g; 1.67 mmol) is dissolved in 20 ml of anhydrous DMF and cooled to 0° C. under a nitrogen atmosphere, and NaH (60% dispersion in mineral oil; 0.0393 g; 1.638 mmol) is added in small portions. The reaction mixture is stirred at 0° C. for 15 min and then at 20° C. for a further 1.5 h, and 0.293 g (0.80 mmol) of 1-(N,N-dimethylsulphamoyl)-2-tert-butyldimethylsilyl-5-(2-chloropropyl) imidazole dissolved in 5 ml of DMF and 10 mg of n-Bu4NI are added and the mixture ... Starting materials: CCOC(C)=O, CC(C)Nc1ccc(C(F)(F)F)cc1[N+](=O)[O-], [Pd]. Product: CC(C)Nc1ccc(C(F)(F)F)cc1N. Reaction SMILES: [CH3:19][CH2:20][O:21][C:22](=[O:23])[CH3:24].[CH:1]([CH3:2])([CH3:3])[NH:4][c:5]1[c:6]([N+:15]([O-:16])=[O:17])[cH:7][c:8]([C:11]([F:12])([F:13])[F:14])[cH:9][cH:10]1.[Pd:18]>>[CH:1]([CH3:2])([CH3:3])[NH:4][c:5]1[c:6]([NH2:15])[cH:7][c:8]([C:11]([F:12])([F:13])[F:14])[cH:9][cH:10]1.